This data is from the Open Reaction Database (ORD), a public repository of structured organic reaction records. The task is: describe an organic reaction: reactants, conditions, products, and yield The product is COCOc1ccc(C(C)(C)C)nc1. As a reaction SMILES: [Br:10][c:11]1[n:12][cH:13][c:14]([O:17][CH2:18][O:19][CH3:20])[cH:15][cH:16]1.[C:5]([CH3:6])([CH3:7])([CH3:8])[Mg+:9].[CH2:22]1[O:23][CH2:24][CH2:25][CH2:26]1.[Cl-:4].[Cu:1][C:2]#[N:3].[NH3:21]>>[C:5]([CH3:6])([CH3:7])([CH3:8])[c:11]1[n:12][cH:13][c:14]([O:17][CH2:18][O:19][CH3:20])[cH:15][cH:16]1. Starting materials: COCOc1ccc(Br)nc1, CC(C)(C)[Mg+], C1CCOC1, [Cl-], N#C[Cu], N. Reactants: Cn1cc(-c2cnc3nnn(Cc4cccc(-c5ncc(Br)cn5)c4)c3n2)cn1, C1CCOC1, CC(=O)[O-], [K+], CN(C)C=O, O. Yields the product Cn1cc(-c2cnc3nnn(Cc4cccc(-c5ncc(O)cn5)c4)c3n2)cn1. RXN SMILES: [Br:1][c:2]1[cH:3][n:4][c:5](-[c:8]2[cH:9][c:10]([CH2:11][n:12]3[n:13][n:14][c:15]4[c:16]3[n:17][c:18](-[c:21]3[cH:22][n:23][n:24]([CH3:26])[cH:25]3)[cH:19][n:20]4)[cH:27][cH:28][cH:29]2)[n:6][cH:7]1.[CH2:36]1[O:37][CH2:38][CH2:39][CH2:40]1.[CH3:31][C:32]([O-:33])=[O:34].[K+:30].[O:41]=[CH:42][N:43]([CH3:44])[CH3:45].[OH2:35]>>[c:2]1([OH:33])[cH:3][n:4][c:5](-[c:8]2[cH:9][c:10]([CH2:11][n:12]3[n:13][n:14][c:15]4[c:16]3[n:17][c:18](-[c:21]3[cH:22][n:23][n:24]([CH3:26])[cH:25]3)[cH:19][n:20]4)[cH:27][cH:28][cH:29]2)[n:6][cH:7]1.